From a dataset of the Open Reaction Database (ORD), a public repository of structured organic reaction records. describe an organic reaction: reactants, conditions, products, and yield RXN SMILES: [O:1]([CH:8]([O:14][C:15]1[CH:20]=[CH:19][C:18]([N:21]2[CH2:26][CH2:25][CH2:24][CH2:23][CH2:22]2)=[CH:17][CH:16]=1)[C:9]([O:11]CC)=[O:10])[C:2]1[CH:7]=[CH:6][CH:5]=[CH:4][CH:3]=1.[OH-].[Na+]>CO>[O:1]([CH:8]([O:14][C:15]1[CH:16]=[CH:17][C:18]([N:21]2[CH2:26][CH2:25][CH2:24][CH2:23][CH2:22]2)=[CH:19][CH:20]=1)[C:9]([OH:11])=[O:10])[C:2]1[CH:3]=[CH:4][CH:5]=[CH:6][CH:7]=1 |f:1.2|. The reactants are O(C1=CC=CC=C1)C(C(=O)OCC)OC1=CC=C(C=C1)N1CCCCC1 (ethyl phenoxy-(4-piperidinophenoxy)-acetate), [OH-].[Na+] (NaOH). Solvent: CO (methanol). Procedure details: 3.55 g. of ethyl phenoxy-(4-piperidinophenoxy)-acetate is refluxed with 1 g. of NaOH in 40 ml. of methanol for 4 hours. The mixture is concentrated by evaporation, mixed with water, washed with ether, hydrochloric acid is added thereto to a pH of 5, and phenoxy-(4-piperidinophenoxy)-acetic acid is thus obtained. Product: O(C1=CC=CC=C1)C(C(=O)O)OC1=CC=C(C=C1)N1CCCCC1 (phenoxy-(4-piperidinophenoxy)-acetic acid).